This data is from the Open Reaction Database (ORD), a public repository of structured organic reaction records. The task is: describe an organic reaction: reactants, conditions, products, and yield Reactants: C1(=CC=CC=C1)C1N2C3=C(C=CC=C3CC1)C(C2=O)=O (5,6-dihydro-4-phenyl-4H-pyrrolo[3,2,1-ij]-quinoline-1,2-dione), ClN1C(CCC1=O)=O (N-chlorosuccinimide). Run in CN(C=O)C (dimethylformamide). Run at temperature 80 celsius. Product: ClC=1C=C2CCC(N3C2=C(C1)C(C3=O)=O)C3=CC=CC=C3 (8-Chloro-5,6-dihydro-4-phenyl-4H-pyrrolo[3,2,1-ij]quinoline-1,2-dione). Yield: 97.0%. RXN SMILES: [C:1]1([CH:7]2[CH2:16][CH2:15][C:14]3[C:9]4=[C:10]([C:17](=[O:20])[C:18](=[O:19])[N:8]24)[CH:11]=[CH:12][CH:13]=3)[CH:6]=[CH:5][CH:4]=[CH:3][CH:2]=1.[Cl:21]N1C(=O)CCC1=O>CN(C)C=O>[Cl:21][C:12]1[CH:13]=[C:14]2[C:9]3=[C:10]([C:17](=[O:20])[C:18](=[O:19])[N:8]3[CH:7]([C:1]3[CH:2]=[CH:3][CH:4]=[CH:5][CH:6]=3)[CH2:16][CH2:15]2)[CH:11]=1. Procedure details: A mixture of 5,6-dihydro-4-phenyl-4H-pyrrolo[3,2,1-ij]-quinoline-1,2-dione (3.1 g) and N-chlorosuccinimide (1.89 g) in dimethylformamide (DMF; 50 ml) was stirred at 80 ° C. for an hour. After cooling, the mixture was concentrated under reduced pressure and to the resulting residue was added chloroform (500 ml). The organic layer was washed with water and saturated aqueous sodium chloride solution, dried over sodium sulfate and concentrated under reduced pressure to give the title compound (3.4 g... Starting materials: [H-].[Na+] (sodium hydride), COC=1C=C2C(C(NC2=CC1)=O)=O (5-methoxyindoline-2,3-dione), BrCC(=O)OC(C)(C)C (tert-butyl 2-bromoacetate). Run in CN(C)C=O (DMF). Conditions: temperature 0 celsius, time 1 hour. Yields the product COC=1C=C2C(C(N(C2=CC1)CC(=O)OC(C)(C)C)=O)=O (tert-butyl 2-(5-methoxy-2,3-dioxoindolin-1-yl)acetate). The yield is 79.1%. RXN SMILES: [CH3:1][O:2][C:3]1[CH:4]=[C:5]2[C:9](=[CH:10][CH:11]=1)[NH:8][C:7](=[O:12])[C:6]2=[O:13].[H-].[Na+].Br[CH2:17][C:18]([O:20][C:21]([CH3:24])([CH3:23])[CH3:22])=[O:19]>CN(C=O)C>[CH3:1][O:2][C:3]1[CH:4]=[C:5]2[C:9](=[CH:10][CH:11]=1)[N:8]([CH2:17][C:18]([O:20][C:21]([CH3:24])([CH3:23])[CH3:22])=[O:19])[C:7](=[O:12])[C:6]2=[O:13] |f:1.2|. Procedure: A solution of 5-methoxyindoline-2,3-dione (0.5 g, 2.82 mmol) in dry DMF (7 ml), under nitrogen atmosphere, was cooled to 0° C., and sodium hydride (60% w/w dispersion in mineral oil, 0.135 g, 3.39 mmol) was added portionwise. The mixture was stirred at 0° C. for 1 hour, and tert-butyl 2-bromoacetate (0.458 ml, 3.10 mmol) was added dropwise. The reaction was then stirred at room temperature overnight. The solvent was evaporated, ethyl acetate was added, and the mixture was washed with brine. The ... Starting materials: CC(C)(C)OC(=O)N1C(CC2CCCCC2)C(C(O)C2CC2)OC1(C)C, [N-]=[N+]=[N-], N, [Na+], CCOC(=O)N=NC(=O)OCC, O, O=S(=O)(O)O, c1ccc(P(c2ccccc2)c2ccccc2)cc1, c1ccccc1. Yields the product CC(C)(C)OC(=O)N1C(CC2CCCCC2)C(C(N=[N+]=[N-])C2CC2)OC1(C)C. As a reaction SMILES: [CH:11]1([CH2:17][CH:18]2[N:19]([C:30](=[O:31])[O:32][C:33]([CH3:34])([CH3:35])[CH3:36])[C:20]([CH3:28])([CH3:29])[O:21][CH:22]2[CH:23]([OH:24])[CH:25]2[CH2:26][CH2:27]2)[CH2:12][CH2:13][CH2:14][CH2:15][CH2:16]1.[N-:2]=[N+:3]=[N-:4].[NH3:10].[Na+:1].[O:56]=[C:57]([O:58][CH2:59][CH3:60])[N:61]=[N:62][C:63]([O:64][CH2:65][CH3:66])=[O:67].[OH2:74].[S:5](=[O:6])(=[O:7])([OH:8])[OH:9].[c:37]1([P:38]([c:39]2[cH:40][cH:41][cH:42][cH:43][cH:44]2)[c:45]2[cH:46][cH:47][cH:48][cH:49][cH:50]2)[cH:51][cH:52][cH:53][cH:54][cH:55]1.[cH:68]1[cH:69][cH:70][cH:71][cH:72][cH:73]1>>[N:2](=[N+:3]=[N-:4])[CH:23]([CH:22]1[CH:18]([CH2:17][CH:11]2[CH2:12][CH2:13][CH2:14][CH2:15][CH2:16]2)[N:19]([C:30](=[O:31])[O:32][C:33]([CH3:34])([CH3:35])[CH3:36])[C:20]([CH3:28])([CH3:29])[O:21]1)[CH:25]1[CH2:26][CH2:27]1. Product: C1C(=CC2=CC=CC=C12)B(N(C(C)C)C(C)C)C=1CC2=CC=CC=C2C1 (bis(2-indenyl)(diisopropylamino)borane). Reaction SMILES: Br[C:2]1[CH2:3][C:4]2[C:9]([CH:10]=1)=[CH:8][CH:7]=[CH:6][CH:5]=2.[Mg].C1C2C(=CC=CC=2)C=C1.Br[Mg].[CH2:23]1[C:31]2[C:26](=[CH:27][CH:28]=[CH:29][CH:30]=2)[CH:25]=[C:24]1[B:32]([N:34]([CH:38]([CH3:40])[CH3:39])[CH:35]([CH3:37])[CH3:36])Cl>O1CCCC1>[CH2:3]1[C:4]2[C:9](=[CH:8][CH:7]=[CH:6][CH:5]=2)[CH:10]=[C:2]1[B:32]([C:24]1[CH2:25][C:26]2[C:31]([CH:23]=1)=[CH:30][CH:29]=[CH:28][CH:27]=2)[N:34]([CH:38]([CH3:40])[CH3:39])[CH:35]([CH3:36])[CH3:37] |f:2.3|. Run in O1CCCC1 (tetrahydrofuran), O1CCCC1 (tetrahydrofuran). Yield: 121.0%. Starting materials: BrC=1CC2=CC=CC=C2C1 (2-bromoindene), C1C(=CC2=CC=CC=C12)B(Cl)N(C(C)C)C(C)C ((2-indenyl)(diisopropylamino)chloroborane), C1C(=CC2=CC=CC=C12)B(Cl)N(C(C)C)C(C)C ((2-indenyl)(diisopropylamino)chloroborane), [Mg] (magnesium), C1C=CC2=CC=CC=C12.Br[Mg] (bromomagnesium indene). Procedure details: In a stream of nitrogen, 3.1 g (15.9 mmol) of 2-bromoindene and 1.6 g of magnesium were caused to react with each other in 50 ml of tetrahydrofuran, whereby a reaction solution containing bromomagnesium indene was obtained. The reaction solution was added dropwise to a solution prepared by dissolving 4.11 g (15.7 mmol) of (2-indenyl)(diisopropylamino)chloroborane synthesized in the above section (1) in 30 ml of tetrahydrofuran at 0° C. After the mixture had been stirred at room temperature for 4... Conditions: time 4 hour. As a reaction SMILES: [C:12]([CH:13]=[CH:14][CH2:15][CH3:16])(=[O:17])[N:18]1[C:19](=[O:23])[O:20][CH2:21][CH2:22]1.[CH3:26][c:27]1[cH:28][cH:29][cH:30][cH:31][cH:32]1.[Cl-:24].[F:1][C:2]([c:3]1[cH:4][cH:5][c:6]([NH2:7])[cH:8][cH:9]1)([F:10])[F:11].[NH4+:25]>>[F:1][C:2]([c:3]1[cH:4][cH:5][c:6]([NH:7][CH:14]([CH2:13][C:12](=[O:17])[N:18]2[C:19](=[O:23])[O:20][CH2:21][CH2:22]2)[CH2:15][CH3:16])[cH:8][cH:9]1)([F:10])[F:11]. The reactants are CCC=CC(=O)N1CCOC1=O, Cc1ccccc1, [Cl-], Nc1ccc(C(F)(F)F)cc1, [NH4+]. The product is CCC(CC(=O)N1CCOC1=O)Nc1ccc(C(F)(F)F)cc1. Starting materials: C(C1=CC=CC=C1)(C1=CC=CC=C1)N1CC(C1)O (1-benzhydryl-3-azetidinol), FC(C1=C(C(C2=C(C=C(C=C2)Br)F)O)C=CC=C1)(F)F (2-(trifluoromethyl)-2′-fluoro-4′-bromobenzhydrol), C(C1=CC=CC=C1)(C1=CC=CC=C1)N1CC(C1)OC(C1=C(C=C(C=C1)Cl)Cl)C1=CC=C(C=C1)Cl (1-benzhydryl-3-(2,4,4′-trichlorobenzhydryloxy)azetidine). Yields the product C(C1=CC=CC=C1)(C1=CC=CC=C1)N1CC(C1)OC(C1=C(C=CC=C1)C(F)(F)F)C1=C(C=C(C=C1)Br)F (1-benzhydryl-3-[2-(trifluoromethyl)-2′-fluoro-4′-bromo-benzhydryloxy]azetidine). RXN SMILES: [CH:1]([N:14]1[CH2:17][CH:16]([OH:18])[CH2:15]1)([C:8]1[CH:13]=[CH:12][CH:11]=[CH:10][CH:9]=1)[C:2]1[CH:7]=[CH:6][CH:5]=[CH:4][CH:3]=1.[F:19][C:20]([F:38])([F:37])[C:21]1[CH:36]=[CH:35][CH:34]=[CH:33][C:22]=1[CH:23](O)[C:24]1[CH:29]=[CH:28][C:27]([Br:30])=[CH:26][C:25]=1[F:31].C(N1CC(OC(C2C=CC(Cl)=CC=2)C2C=CC(Cl)=CC=2Cl)C1)(C1C=CC=CC=1)C1C=CC=CC=1>>[CH:1]([N:14]1[CH2:17][CH:16]([O:18][CH:23]([C:24]2[CH:29]=[CH:28][C:27]([Br:30])=[CH:26][C:25]=2[F:31])[C:22]2[CH:33]=[CH:34][CH:35]=[CH:36][C:21]=2[C:20]([F:38])([F:37])[F:19])[CH2:15]1)([C:8]1[CH:13]=[CH:12][CH:11]=[CH:10][CH:9]=1)[C:2]1[CH:3]=[CH:4][CH:5]=[CH:6][CH:7]=1. Procedure: This material was prepared from 1-benzhydryl-3-azetidinol (1) (23.0 mmol) and 2-(trifluoromethyl)-2′-fluoro-4′-bromobenzhydrol (112) (34.0 mmol) using the procedure described for compound (3) (8.84 g, 67%). The reactants are C(Cl)Cl (DCM), ClC=1C=C(C(=O)OC)C=CN1 (Methyl 2-chloroisonicotinate), C([O-])([O-])=O.[K+].[K+] (potassium carbonate), FC=1C=C(C=C(C1C(F)(F)F)F)B1OC(C(O1)(C)C)(C)C (2-(3,5-difluoro-4-(trifluoromethyl)phenyl)-4,4,5,5-tetramethyl-1,3,2-dioxaborolane). The reagents and catalysts are Cl[Pd]Cl (PdCl2). The solvent is O (water), CO (MeOH). Conditions: temperature 100 celsius. The product is FC=1C=C(C=C(C1C(F)(F)F)F)C=1C=C(C(=O)OC)C=CN1 (Methyl 2-(3,5-difluoro-4-(trifluoromethyl)phenyl)isonicotinate). The yield is 53.3%. RXN SMILES: Cl[C:2]1[CH:3]=[C:4]([CH:9]=[CH:10][N:11]=1)[C:5]([O:7][CH3:8])=[O:6].C(=O)([O-])[O-].[K+].[K+].[F:18][C:19]1[CH:20]=[C:21](B2OC(C)(C)C(C)(C)O2)[CH:22]=[C:23]([F:29])[C:24]=1[C:25]([F:28])([F:27])[F:26].C(Cl)Cl>CO.Cl[Pd]Cl.O>[F:18][C:19]1[CH:20]=[C:21]([C:2]2[CH:3]=[C:4]([CH:9]=[CH:10][N:11]=2)[C:5]([O:7][CH3:8])=[O:6])[CH:22]=[C:23]([F:29])[C:24]=1[C:25]([F:26])([F:27])[F:28] |f:1.2.3|. Procedure: Methyl 2-chloroisonicotinate (1,838 g, 10.71 mmol), potassium carbonate (0.888 g, 6.43 mmol) and PdCl2 (dppf) (0.233 g, 0.32 mmol) were added to a microwave vial. 2-(3,5-difluoro-4-(trifluoromethyl)phenyl)-4,4,5,5-tetramethyl-1,3,2-dioxaborolane (3.3 g, 10.71 mmol) dissolved in MeOH (15 mL) was added and the reaction heated in a single node microwave reactor at 100° C. for a total of 40 min. DCM (100 mL) and water (100 mL) were added, shaken and the phases separated. The aqueous phase was extrac... Reactants: Cc1ccccc1N(C)C(=O)c1cc(Br)c(Cl)cc1O, CC(C)(C)OC(=O)CCCBr, [K+], [K+], O=C([O-])[O-], CN(C)C=O. The product is Cc1ccccc1N(C)C(=O)c1cc(Br)c(Cl)cc1OCCCC(=O)OC(C)(C)C. RXN SMILES: [Br:1][c:2]1[c:3]([Cl:20])[cH:4][c:5]([OH:19])[c:6]([C:7](=[O:8])[N:9]([c:10]2[c:11]([CH3:16])[cH:12][cH:13][cH:14][cH:15]2)[CH3:17])[cH:18]1.[Br:27][CH2:28][CH2:29][CH2:30][C:31](=[O:32])[O:33][C:34]([CH3:35])([CH3:36])[CH3:37].[K+:21].[K+:22].[O-:23][C:24]([O-:25])=[O:26].[O:38]=[CH:39][N:40]([CH3:41])[CH3:42]>>[Br:1][c:2]1[c:3]([Cl:20])[cH:4][c:5]([O:19][CH2:28][CH2:29][CH2:30][C:31](=[O:32])[O:33][C:34]([CH3:35])([CH3:36])[CH3:37])[c:6]([C:7](=[O:8])[N:9]([c:10]2[c:11]([CH3:16])[cH:12][cH:13][cH:14][cH:15]2)[CH3:17])[cH:18]1.